Dataset: the Open Reaction Database (ORD), a public repository of structured organic reaction records. Task: describe an organic reaction: reactants, conditions, products, and yield Starting materials: C(C)(C)(C)OC(=O)N1CCN(CC1)C(C1=C(C=C(C=C1)N1C(OC[C@H]1CO)=O)F)=O ((R)-4-[2-fluoro-4-(4-hydroxymethyl-2-oxooxazolidin-3-yl)benzoyl]piperazine-1-carboxylic acid tert-butyl ester), C(C)I (ethyl iodide). Yields the product C(C)(C)(C)OC(=O)N1CCN(CC1)C(C1=C(C=C(C=C1)N1C(OC[C@H]1COCC)=O)F)=O ((R)-4-[4-(4-ethoxymethyl-2-oxooxazolidin-3-yl)-2-fluorobenzoyl]piperazine-1-carboxylic acid tert-butyl ester). Yield: 71.2%. Reaction SMILES: [C:1]([O:5][C:6]([N:8]1[CH2:13][CH2:12][N:11]([C:14](=[O:30])[C:15]2[CH:20]=[CH:19][C:18]([N:21]3[C@H:25]([CH2:26][OH:27])[CH2:24][O:23][C:22]3=[O:28])=[CH:17][C:16]=2[F:29])[CH2:10][CH2:9]1)=[O:7])([CH3:4])([CH3:3])[CH3:2].[CH2:31](I)[CH3:32]>>[C:1]([O:5][C:6]([N:8]1[CH2:9][CH2:10][N:11]([C:14](=[O:30])[C:15]2[CH:20]=[CH:19][C:18]([N:21]3[C@H:25]([CH2:26][O:27][CH2:31][CH3:32])[CH2:24][O:23][C:22]3=[O:28])=[CH:17][C:16]=2[F:29])[CH2:12][CH2:13]1)=[O:7])([CH3:4])([CH3:2])[CH3:3]. Reported procedure: By reaction and treatment in the same manner as in Preparation Example 93 and using (R)-4-[2-fluoro-4-(4-hydroxymethyl-2-oxooxazolidin-3-yl)benzoyl]piperazine-1-carboxylic acid tert-butyl ester (2.20 g) described in Preparation Example 156 and ethyl iodide (972 mg), the title compound (1.67 g) was obtained. Reactants: C1(=CC=CC=C1)C(C1=CC=CC=C1)(C1=CC=CC=C1)N (Triphenylmethylamine), ICC (iodoethane). The solvent is C(C)#N (acetonitrile). Run at time 3 day. Product: C1(=CC=CC=C1)C(NCC)(C1=CC=CC=C1)C1=CC=CC=C1 (N-(triphenylmethyl)-N-ethylamine). Isolated yield 27.9%. As a reaction SMILES: [C:1]1([C:7]([NH2:20])([C:14]2[CH:19]=[CH:18][CH:17]=[CH:16][CH:15]=2)[C:8]2[CH:13]=[CH:12][CH:11]=[CH:10][CH:9]=2)[CH:6]=[CH:5][CH:4]=[CH:3][CH:2]=1.I[CH2:22][CH3:23]>C(#N)C>[C:1]1([C:7]([C:8]2[CH:13]=[CH:12][CH:11]=[CH:10][CH:9]=2)([C:14]2[CH:15]=[CH:16][CH:17]=[CH:18][CH:19]=2)[NH:20][CH2:22][CH3:23])[CH:6]=[CH:5][CH:4]=[CH:3][CH:2]=1. Procedure details: Triphenylmethylamine (1.00 g, 3.86 mmol) (Wako Pure Chemical Industries, Ltd.) and iodoethane (1.50 g, 9.62 mmol) (Wako Pure Chemical Industries, Ltd.) were dissolved in acetonitrile (5 mL) (Wako Pure Chemical Industries, Ltd.), and the mixture was left to stand still at room temperature for 3 days. The solvent was distilled off under reduced pressure, and the residue was subjected to silica gel column chromatography (chloroform (Wako Pure Chemical Industries, Ltd.) as an eluent), to thereby obt... Reactants: Example 8(b), N[C@H](CC(C)C)C(=O)N[C@@H](CSC(C)(C)C)C(=O)N[C@@H](CCCNC(N)=N)C(=O)N1[C@H](C(=O)NCC)CCC1.C(C)(=O)[O-] (H-D-Leu-Cys(But)-Arg-Pro-NH-C2H5 acetate), N([C@@H](CO)C(=O)N[C@@H](CC1=CC=C(C=C1)OCC1=CC=CC=C1)C(=O)O)C(=O)OCC1=CC=CC=C1 (Z-Ser-Tyr(Bzl)-OH), C(C)N1CCOCC1 (N-ethyl morpholine), C1CCC(CC1)N=C=NC2CCCCC2 (DCC), N[C@@H](CSC(C)(C)C)C(=O)N[C@@H](CCCNC(N)=N)C(=O)N1[C@H](C(=O)NCC)CCC1 (H-Cys(But)-Arg-Pro-NH-C2H5), Cl (HCl), Z-D-Leu-OTcp. Reagents/catalysts: C=1C=CC2=C(C1)N=NN2O (HOBt). Solvent: CN(C=O)C (dimethylformamide). The product is N([C@@H](CO)C(=O)N[C@@H](CC1=CC=C(C=C1)OCC1=CC=CC=C1)C(=O)N[C@H](CC(C)C)C(=O)N[C@@H](CSC(C)(C)C)C(=O)N[C@@H](CCCNC(N)=N)C(=O)N1[C@H](C(=O)NCC)CCC1)C(=O)OCC1=CC=CC=C1 (Z-Ser-Tyr(Bzl)-D-Leu-Cys(But)-Arg-Pro-NH-C2H5). Yield: 86.8%. RXN SMILES: N[C@H](C(N[C@H](C(N1CCC[C@H]1C(NCC)=O)=O)CCCNC(=N)N)=O)CSC(C)(C)C.Cl.[NH2:33][C@@H:34]([C:39]([NH:41][C@H:42]([C:49]([NH:51][C@H:52]([C:60]([N:62]1[CH2:71][CH2:70][CH2:69][C@H:63]1[C:64]([NH:66][CH2:67][CH3:68])=[O:65])=[O:61])[CH2:53][CH2:54][CH2:55][NH:56][C:57](=[NH:59])[NH2:58])=[O:50])[CH2:43][S:44][C:45]([CH3:48])([CH3:47])[CH3:46])=[O:40])[CH2:35][CH:36]([CH3:38])[CH3:37].C([O-])(=O)C.[NH:76]([C:102]([O:104][CH2:105][C:106]1[CH:111]=[CH:110][CH:109]=[CH:108][CH:107]=1)=[O:103])[C@H:77]([C:80]([NH:82][C@H:83]([C:99](O)=[O:100])[CH2:84][C:85]1[CH:90]=[CH:89][C:88]([O:91][CH2:92][C:93]2[CH:98]=[CH:97][CH:96]=[CH:95][CH:94]=2)=[CH:87][CH:86]=1)=[O:81])[CH2:78][OH:79].C(N1CCOCC1)C.C1CCC(N=C=NC2CCCCC2)CC1>CN(C)C=O.C1C=CC2N(O)N=NC=2C=1>[NH:76]([C:102]([O:104][CH2:105][C:106]1[CH:111]=[CH:110][CH:109]=[CH:108][CH:107]=1)=[O:103])[C@H:77]([C:80]([NH:82][C@H:83]([C:99]([NH:33][C@@H:34]([C:39]([NH:41][C@H:42]([C:49]([NH:51][C@H:52]([C:60]([N:62]1[CH2:71][CH2:70][CH2:69][C@H:63]1[C:64]([NH:66][CH2:67][CH3:68])=[O:65])=[O:61])[CH2:53][CH2:54][CH2:55][NH:56][C:57](=[NH:58])[NH2:59])=[O:50])[CH2:43][S:44][C:45]([CH3:47])([CH3:46])[CH3:48])=[O:40])[CH2:35][CH:36]([CH3:37])[CH3:38])=[O:100])[CH2:84][C:85]1[CH:90]=[CH:89][C:88]([O:91][CH2:92][C:93]2[CH:98]=[CH:97][CH:96]=[CH:95][CH:94]=2)=[CH:87][CH:86]=1)=[O:81])[CH2:78][OH:79] |f:2.3|. Procedure details: In analogy to Example 8(b) 3.6 g (6.8 mmols) of H-Cys(But)-Arg-Pro-NH-C2H5 . 2 HCl were reacted with 3 g of Z-D-Leu-OTcp and worked up. The oily residue (6.1 g of contaminated Z-D-Leu-Cys(But)-Arg-Pro-NH--C2H5) was hydrogenated catalytically in analogy to Example 8(b). Yield: 2.5 g (57%). The compound was strongly contaminated and purified over Sephadex LH 20 in analogy to Example 1(a). Yield: 1.734 g (40%) of H-D-Leu-Cys(But)-Arg-Pro-NH-C2H5 -diacetate. The 1.734 g (2.7 mmols) of H-D-Leu-Cys(Bu... The reactants are NCC(=O)N(C1=C(C=CC=C1)Cl)CC(=O)N(C1=CC=CC=C1)C (2-[2-amino-N-(2-chlorophenyl)acetamido]-N-methyl-N-phenylacetamide), CC=1C=C(C=CC1)N=C=O (3-methylphenyl isocyanate). Yields the product ClC1=C(C=CC=C1)N(C(CNC(=O)NC1=CC(=CC=C1)C)=O)CC(=O)N(C1=CC=CC=C1)C (2-{N-(2-chlorophenyl)-2-[3-(3-methylphenyl)ureido]acetamido}-N-methyl-N-phenylacetamide). Yield: 46.2%. RXN SMILES: [NH2:1][CH2:2][C:3]([N:5]([CH2:13][C:14]([N:16]([CH3:23])[C:17]1[CH:22]=[CH:21][CH:20]=[CH:19][CH:18]=1)=[O:15])[C:6]1[CH:11]=[CH:10][CH:9]=[CH:8][C:7]=1[Cl:12])=[O:4].[CH3:24][C:25]1[CH:26]=[C:27]([N:31]=[C:32]=[O:33])[CH:28]=[CH:29][CH:30]=1>>[Cl:12][C:7]1[CH:8]=[CH:9][CH:10]=[CH:11][C:6]=1[N:5]([CH2:13][C:14]([N:16]([CH3:23])[C:17]1[CH:22]=[CH:21][CH:20]=[CH:19][CH:18]=1)=[O:15])[C:3](=[O:4])[CH2:2][NH:1][C:32]([NH:31][C:27]1[CH:28]=[CH:29][CH:30]=[C:25]([CH3:24])[CH:26]=1)=[O:33]. Procedure details: Using a procedure similar to that described in Example 11, but starting with 2-[2-amino-N-(2-chlorophenyl)acetamido]-N-methyl-N-phenylacetamide (3.4 g) and 3-methylphenyl isocyanate (1.4 g), and after recrystallisation in acetonitrile, 2-{N-(2-chlorophenyl)-2-[3-(3-methylphenyl)ureido]acetamido}-N-methyl-N-phenylacetamide (2.2 g), m.p. 180° C., is obtained. Starting materials: O1CCC(CC1)=O (dihydro-2H-pyran-4(3H)-one), FC1=NC=CN=C1I (2-fluoro-3-iodopyrazine), solution. Solvent: C1CCOC1 (THF), C1CCOC1 (THF). Conditions: time 8 hour. The product is FC=1C(=NC=CN1)C1(CCOCC1)O (4-(3-FLUOROPYRAZIN-2-YL)TETRAHYDRO-2H-PYRAN-4-OL). RXN SMILES: [F:1][C:2]1[C:7](I)=[N:6][CH:5]=[CH:4][N:3]=1.[O:9]1[CH2:14][CH2:13][C:12](=[O:15])[CH2:11][CH2:10]1>C1COCC1>[F:1][C:2]1[C:7]([C:12]2([OH:15])[CH2:13][CH2:14][O:9][CH2:10][CH2:11]2)=[N:6][CH:5]=[CH:4][N:3]=1. Procedure details: To a solution of 2-fluoro-3-iodopyrazine (1 g, 4.46 mmol) in THF (4.46 mL) at 0° C. was added isopropylmagnesium chloride lithium chloride complex, 1.0M solution in THF (4.87 mL, 4.46 mmol). The resulting mixture was stirred for 5 min before addition of dihydro-2H-pyran-4(3H)-one (0.410 mL, 4.46 mmol). Reaction mixture was allowed to warm to room temperature and stirred overnight. Purification by Biotage (0-100% EtOAc/hexane) produced the product. Starting materials: BrC=1C=CC2=C(C=C(CCN2C=O)C(=O)OC)C1 (methyl 7-bromo-1-formyl-2,3-dihydro-1H-1-benzazepine-4-carboxylate), B(OC1=CC=C(C=C1)N1CCOCC1)([O-])[O-] (4-morpholinophenyl borate), C([O-])([O-])=O.[K+].[K+] (potassium carbonate), O (water). The reagents and catalysts are C=1C=CC(=CC1)[P](C=2C=CC=CC2)(C=3C=CC=CC3)[Pd]([P](C=4C=CC=CC4)(C=5C=CC=CC5)C=6C=CC=CC6)([P](C=7C=CC=CC7)(C=8C=CC=CC8)C=9C=CC=CC9)[P](C=1C=CC=CC1)(C=1C=CC=CC1)C=1C=CC=CC1 (tetrakis(triphenylphosphine)palladium). Run in C1(=CC=CC=C1)C (toluene), C(C)O (ethanol). Conditions: time 40 minute. The product is C(=O)N1CCC(=CC2=C1C=CC(=C2)C2=CC=C(C=C2)N2CCOCC2)C(=O)OC (methyl 1-formyl-7-(4-morpholinophenyl)-2,3-dihydro-1H-1-benzazepine-4-carboxylate). Isolated yield 82.0%. Reaction SMILES: Br[C:2]1[CH:3]=[CH:4][C:5]2[N:11]([CH:12]=[O:13])[CH2:10][CH2:9][C:8]([C:14]([O:16][CH3:17])=[O:15])=[CH:7][C:6]=2[CH:18]=1.B([O-])([O-])O[C:21]1[CH:26]=[CH:25][C:24]([N:27]2[CH2:32][CH2:31][O:30][CH2:29][CH2:28]2)=[CH:23][CH:22]=1.C(=O)([O-])[O-].[K+].[K+].O>C1C=CC([P]([Pd]([P](C2C=CC=CC=2)(C2C=CC=CC=2)C2C=CC=CC=2)([P](C2C=CC=CC=2)(C2C=CC=CC=2)C2C=CC=CC=2)[P](C2C=CC=CC=2)(C2C=CC=CC=2)C2C=CC=CC=2)(C2C=CC=CC=2)C2C=CC=CC=2)=CC=1.C1(C)C=CC=CC=1.C(O)C>[CH:12]([N:11]1[C:5]2[CH:4]=[CH:3][C:2]([C:21]3[CH:22]=[CH:23][C:24]([N:27]4[CH2:28][CH2:29][O:30][CH2:31][CH2:32]4)=[CH:25][CH:26]=3)=[CH:18][C:6]=2[CH:7]=[C:8]([C:14]([O:16][CH3:17])=[O:15])[CH2:9][CH2:10]1)=[O:13] |f:2.3.4,^1:45,47,66,85|. Reported procedure: To a mixture of methyl 7-bromo-1-formyl-2,3-dihydro-1H-1-benzazepine-4-carboxylate (3.51 g), 4-morpholinophenyl borate (3.51 g) and potassium carbonate (3.75 g) was added a mixture of water (20 ml), ethanol (20 ml) and toluene (100 ml), and the mixture was stirred under argon atmosphere at room temperature for 40 minutes. To the mixture was added tetrakis(triphenylphosphine)palladium (0.52 g), and the mixture was refluxed under argon atmosphere for 12 hours and extracted with ethyl acetate. The ...